describe an organic reaction: reactants, conditions, products, and yield From a dataset of the Open Reaction Database (ORD), a public repository of structured organic reaction records. The reactants are BrBr, Cn1nc(CO)c2ccccc21, CC#N, c1ccc(P(c2ccccc2)c2ccccc2)cc1. The product is Cn1nc(CBr)c2ccccc21. As a reaction SMILES: [Br:20][Br:21].[CH3:22][n:23]1[n:24][c:25]([CH2:32][OH:33])[c:26]2[cH:27][cH:28][cH:29][cH:30][c:31]12.[CH3:34][C:35]#[N:36].[c:1]1([P:2]([c:3]2[cH:4][cH:5][cH:6][cH:7][cH:8]2)[c:9]2[cH:10][cH:11][cH:12][cH:13][cH:14]2)[cH:15][cH:16][cH:17][cH:18][cH:19]1>>[Br:20][CH2:32][c:25]1[n:24][n:23]([CH3:22])[c:31]2[c:26]1[cH:27][cH:28][cH:29][cH:30]2.